From a dataset of the Open Reaction Database (ORD), a public repository of structured organic reaction records. describe an organic reaction: reactants, conditions, products, and yield Starting materials: C(CC)S (1-propanethiol), [H-].[Na+] (sodium hydride), ClC1=NC=C(C=C1Cl)C(F)(F)F (2,3-dichloro-5-trifluoromethylpyridine). Solvent: C1CCOC1 (THF), C1CCOC1 (THF). Reaction conditions: temperature 27.5 celsius, time 10 hour. The product is ClC=1C(=NC=C(C1)C(F)(F)F)SCCC (3-Chloro-2-n-propylthio-5-trifluoromethylpyridine). The yield is 99.3%. As a reaction SMILES: [CH2:1]([SH:4])[CH2:2][CH3:3].[H-].[Na+].Cl[C:8]1[C:13]([Cl:14])=[CH:12][C:11]([C:15]([F:18])([F:17])[F:16])=[CH:10][N:9]=1>C1COCC1>[Cl:14][C:13]1[C:8]([S:4][CH2:1][CH2:2][CH3:3])=[N:9][CH:10]=[C:11]([C:15]([F:18])([F:17])[F:16])[CH:12]=1 |f:1.2|. Reported procedure: 23.8 g (0.313 mol) of 1-propanethiol were added in the course of 30 minutes to a mixture of 7.9 g (0.313 mol) of 95% pure sodium hydride in 200 ml of THF while flushing with nitrogen and stirring, a temperature of 25-30° C. being maintained by means of cooling. After the mixture had been stirred for 1 hour, 54 g (0.25 mol) of 2,3-dichloro-5-trifluoromethylpyridine in 50 ml THF were added at 25-30° C. in the course of 20 minutes with stirring, and stirring was continued for 10 hours at 23° C. The... As a reaction SMILES: [CH2:25]([O:26][P:27]([O:28][CH2:29][CH3:30])(=[O:31])[CH2:33][C:34](=[O:35])[O:36][CH2:37][CH3:38])[CH3:32].[CH2:3]([c:4]1[cH:5][cH:6][cH:7][cH:8][cH:9]1)[n:10]1[n:11][c:12]([O:17][CH2:18][c:19]2[cH:20][cH:21][cH:22][cH:23][cH:24]2)[c:13]([CH:15]=[O:16])[cH:14]1.[CH3:39][N:40]([CH3:41])[CH:42]=[O:43].[H-:1].[Na+:2].[OH2:44]>>[CH2:3]([c:4]1[cH:5][cH:6][cH:7][cH:8][cH:9]1)[n:10]1[n:11][c:12]([O:17][CH2:18][c:19]2[cH:20][cH:21][cH:22][cH:23][cH:24]2)[c:13]([CH:15]=[CH:33][C:34](=[O:35])[O:36][CH2:37][CH3:38])[cH:14]1. Starting materials: CCOC(=O)CP(=O)(OCC)OCC, O=Cc1cn(Cc2ccccc2)nc1OCc1ccccc1, CN(C)C=O, [H-], [Na+], O. The product is CCOC(=O)C=Cc1cn(Cc2ccccc2)nc1OCc1ccccc1. Reaction SMILES: [CH:1]([C:3]1[CH:12]=[CH:11][C:6]([C:7]([O:9][CH3:10])=[O:8])=[CH:5][N:4]=1)=O.C1(P(=[CH:32][C:33]([O:35][C:36]([CH3:39])([CH3:38])[CH3:37])=[O:34])(C2C=CC=CC=2)C2C=CC=CC=2)C=CC=CC=1>O>[C:36]([O:35][C:33](=[O:34])/[CH:32]=[CH:1]/[C:3]1[CH:12]=[CH:11][C:6]([C:7]([O:9][CH3:10])=[O:8])=[CH:5][N:4]=1)([CH3:39])([CH3:38])[CH3:37]. Reported procedure: Methyl 6-formylnicotinate (1.0 g, 6.06 mmol) and tert-butyl (triphenylphosphoranylidene)acetate (2.73 g, 7.27 mmol) were put in suspension in water (50 mL) and stirred at 90° C. for 2 h. The reaction mixture was cooled to room temperature and concentrated under pressure. The residue was triturated in ethyl acetate and filtered. The filtrate was concentrated and purified by flash chromatography using hexanes-ethyl acetate 10% to give (E)-methyl 6-(3-(tert-butoxy)-3-oxoprop-1-en-1-yl)nicotinate. M... Reactants: C(=O)C1=NC=C(C(=O)OC)C=C1 (Methyl 6-formylnicotinate), C1(=CC=CC=C1)P(C1=CC=CC=C1)(C1=CC=CC=C1)=CC(=O)OC(C)(C)C (tert-butyl (triphenylphosphoranylidene)acetate). Run at temperature 90 celsius, time 2 hour. The solvent is O (water). Yields the product C(C)(C)(C)OC(/C=C/C1=NC=C(C(=O)OC)C=C1)=O ((E)-methyl 6-(3-(tert-butoxy)-3-oxoprop-1-en-1-yl)nicotinate). Starting materials: O=C([O-])O, Cc1cccc(Nc2sccc2C(N)=O)n1, CN(C)C=O, CCOC(C)=O, ClCCl, O=C1CCC(=O)N1I, [Na+]. Yields the product Cc1cccc(Nc2sc(I)cc2C(N)=O)n1. Reaction SMILES: [C:39](=[O:40])([OH:41])[O-:42].[CH3:1][c:2]1[cH:3][cH:4][cH:5][c:6]([NH:8][c:9]2[s:10][cH:11][cH:12][c:13]2[C:14](=[O:15])[NH2:16])[n:7]1.[CH3:25][N:26]([CH3:27])[CH:28]=[O:29].[CH3:33][CH2:34][O:35][C:36](=[O:37])[CH3:38].[Cl:30][CH2:31][Cl:32].[I:17][N:18]1[C:19](=[O:20])[CH2:21][CH2:22][C:23]1=[O:24].[Na+:43]>>[CH3:1][c:2]1[cH:3][cH:4][cH:5][c:6]([NH:8][c:9]2[s:10][c:11]([I:17])[cH:12][c:13]2[C:14](=[O:15])[NH2:16])[n:7]1. Reactants: I[Si](C)(C)C (Iodotrimethylsilane), COC(=O)N(CCC)C1CC2=CC=C(C=C2C1)C=1CCC(NN1)=O (2-(N-methoxycarbonyl-N-propylamino)-5-[4,5-dihydropyridazin-3(2H)-on-6-yl]indane), N (ammonia). Solvent: C(Cl)(Cl)Cl (chloroform). Yields the product C(CC)NC1CC2=CC=C(C=C2C1)C=1CCC(NN1)=O (2-propylamino-5-[4,5-dihydropyridazin-3(2H)-on-6-yl]indane). The yield is 71.8%. As a reaction SMILES: I[Si](C)(C)C.COC([N:10]([CH:14]1[CH2:22][C:21]2[C:16](=[CH:17][CH:18]=[C:19]([C:23]3[CH2:24][CH2:25][C:26](=[O:29])[NH:27][N:28]=3)[CH:20]=2)[CH2:15]1)[CH2:11][CH2:12][CH3:13])=O.N>C(Cl)(Cl)Cl>[CH2:11]([NH:10][CH:14]1[CH2:22][C:21]2[C:16](=[CH:17][CH:18]=[C:19]([C:23]3[CH2:24][CH2:25][C:26](=[O:29])[NH:27][N:28]=3)[CH:20]=2)[CH2:15]1)[CH2:12][CH3:13]. Procedure details: Iodotrimethylsilane (9 ml) was added to 13.16 g of 2-(N-methoxycarbonyl-N-propylamino)-5-[4,5-dihydropyridazin-3(2H)-on-6-yl]indane dissolved in 130 ml of chloroform. The mixture was refluxed under heating for 2 hours. After cooling, aqueous ammonia was added to the solution. The organic layer was collected by separation, washed with water and dried, and the solvent was removed. The resulting crude crystals were recrystallized from acetone to obtain 7.78 g of 2-propylamino-5-[4,5-dihydropyridazi... Reactants: ClC1=NC2=CC=C(C=C2C=C1)Cl (2,6-dichloroquinoline), COC1=C(CN)C=CC=C1 (2-methoxybenzylamine), CC1=CC=C(O1)CN (5-methyl-2-furanmethanamine). Product: COC1=C(CNC2=NC3=CC=C(C=C3C=C2)NCC=2OC(=CC2)C)C=CC=C1 (N2-(2-Methoxy-benzyl)-N6-(5-methyl-furan-2-ylmethyl)-quinoline-2,6-diamine). As a reaction SMILES: Cl[C:2]1[CH:11]=[CH:10][C:9]2[C:4](=[CH:5][CH:6]=[C:7](Cl)[CH:8]=2)[N:3]=1.[CH3:13][O:14][C:15]1[CH:22]=[CH:21][CH:20]=[CH:19][C:16]=1[CH2:17][NH2:18].[CH3:23][C:24]1[O:28][C:27]([CH2:29][NH2:30])=[CH:26][CH:25]=1>>[CH3:13][O:14][C:15]1[CH:22]=[CH:21][CH:20]=[CH:19][C:16]=1[CH2:17][NH:18][C:2]1[CH:11]=[CH:10][C:9]2[C:4](=[CH:5][CH:6]=[C:7]([NH:30][CH2:29][C:27]3[O:28][C:24]([CH3:23])=[CH:25][CH:26]=3)[CH:8]=2)[N:3]=1. Reported procedure: The title compound, MS: m/e=374.1 (M+H+), was prepared in accordance with the general method of example 1 from 2,6-dichloroquinoline, 2-methoxybenzylamine and 5-methyl-2-furanmethanamine. Reactants: NC[C@H]1CN(CC1)C(=O)OC(C)(C)C ((S)-3-(aminomethyl)-1-N-tert-butyloxycarbonylpyrrolidine), C(=O)([O-])[C@H](O)[C@@H](O)C(=O)[O-] (L-tartrate), ClC=1C=C(C=O)C=C(C1)Cl (3,5-dichlorobenzaldehyde), C(CC)=O (propionaldehyde). Yields the product C(=O)(O)[C@H](O)[C@@H](O)C(=O)O.C(CC)N(CC1=CC(=CC(=C1)Cl)Cl)C[C@H]1CNCC1 (N-(Propyl)-N-{(3,5-dichlorophenyl)methyl}-(3R)-pyrrolidine-3-yl-methylamine L-Tartrate). As a reaction SMILES: [NH2:1][CH2:2][C@@H:3]1[CH2:7][CH2:6][N:5](C(OC(C)(C)C)=O)[CH2:4]1.[Cl:15][C:16]1[CH:17]=[C:18]([CH:21]=[C:22]([Cl:24])[CH:23]=1)[CH:19]=O.[CH:25](=O)[CH2:26][CH3:27].[C:29]([C@@H:32]([C@H:34]([C:36]([O-:38])=[O:37])[OH:35])[OH:33])([O-:31])=[O:30]>>[C:29]([C@@H:32]([C@H:34]([C:36]([OH:38])=[O:37])[OH:35])[OH:33])([OH:31])=[O:30].[CH2:25]([N:1]([CH2:2][C@@H:3]1[CH2:7][CH2:6][NH:5][CH2:4]1)[CH2:19][C:18]1[CH:17]=[C:16]([Cl:15])[CH:23]=[C:22]([Cl:24])[CH:21]=1)[CH2:26][CH3:27] |f:4.5|. Procedure: The title compound is prepared starting from (S)-3-(aminomethyl)-1-N-tert-butyloxycarbonylpyrrolidine following the procedures described in Example 11 except 3,5-dichlorobenzaldehyde replaces 2,4-dichlorobenzaldehyde in step (i) and propionaldehyde replaces acetone in step (ii). The L-tartrate salt is obtainable by freeze-drying from water-acetonitrile. 1H NMR (300 MHz, DMSO) δH: 7.47 (1H, s), 7.34 (2H, s), 3.83 (2H, s), 3.54 (2H, s), 3.27-3.21 (1H, m), 3.20-3.05 (2H, m), 2.76-2.70 (1H, m), 2.44...